From a dataset of the Open Reaction Database (ORD), a public repository of structured organic reaction records. describe an organic reaction: reactants, conditions, products, and yield Reactants: [Al+3], CC(=O)Cl, [Cl-], [Cl-], [Cl-], ClCCl, Cl, c1ccc2c(c1)CCc1ccccc1-2. Yields the product CC(=O)c1ccc2c(c1)CCc1ccccc1-2. As a reaction SMILES: [Al+3:16].[CH3:19][C:20]([Cl:21])=[O:22].[Cl-:15].[Cl-:17].[Cl-:18].[Cl:24][CH2:25][Cl:26].[ClH:23].[cH:1]1[cH:2][cH:3][cH:4][c:5]2[c:14]1[CH2:13][CH2:12][c:11]1[c:6]-2[cH:7][cH:8][cH:9][cH:10]1>>[cH:1]1[cH:2][cH:3][cH:4][c:5]2[c:14]1[CH2:13][CH2:12][c:11]1[c:6]-2[cH:7][cH:8][c:9]([C:20]([CH3:19])=[O:22])[cH:10]1. Yields the product C(C1=CC=CC=C1)OC[C@H]1OC1 ((S)-2-((benzyloxy)methyl)oxirane). Run at time 10 minute. The reagents and catalysts are [Na+].[I-] (NaI). Reaction SMILES: [H-].[Na+].[CH2:3]1[O:5][CH:4]1[CH2:6][OH:7].[CH2:8](Cl)[C:9]1[CH:14]=[CH:13][CH:12]=[CH:11][CH:10]=1.O>CN(C=O)C.[Na+].[I-]>[CH2:8]([O:7][CH2:6][C@@H:4]1[CH2:3][O:5]1)[C:9]1[CH:14]=[CH:13][CH:12]=[CH:11][CH:10]=1 |f:0.1,6.7|. Yield: 78.6%. Procedure details: A slurry of NaH (267 g) and NaI (26.5 g) in DMF (3000 mL) was cooled to between −15° C. and −10° C. with ice-brine mixture. A solution of glycidol (480 g) in DMF (1000 mL) was added with stirring for 10 minutes. BnCl (745.5 g) in DMF (800 mL) was added (slightly exothermic) and the reaction was warmed to room temperature followed by stirring for approximately 16 hours. The solution was stirred for a further time period until HPLC analysis showed less than 1% of BnCl remained. The reaction was co... The solvent is CN(C)C=O (DMF), CN(C)C=O (DMF), CN(C)C=O (DMF). Starting materials: O (water), C(C1=CC=CC=C1)Cl (BnCl), C1C(O1)CO (glycidol), [H-].[Na+] (NaH), ice brine, C(C1=CC=CC=C1)Cl (BnCl). The reactants are O (water), C(C)S (ethanethiol), C([O-])([O-])=O.[K+].[K+] (potassium carbonate), BrCN1C(C(=CC2=CC=CN=C12)C(=O)OC)=O (methyl 1-(bromomethyl)-2-oxo-1,2-dihydro-1,8-naphthyridine-3-carboxylate). The solvent is CN(C=O)C (N,N-dimethylformamide). Conditions: time 8 hour. Product: C(C)SCN1C(C(=CC2=CC=CN=C12)C(=O)OC)=O (methyl 1-(ethylthiomethyl)-2-oxo-1,2-dihydro-1,8-naphthyridine-3-carboxylate). The yield is 101.4%. Reaction SMILES: Br[CH2:2][N:3]1[C:12]2[C:7](=[CH:8][CH:9]=[CH:10][N:11]=2)[CH:6]=[C:5]([C:13]([O:15][CH3:16])=[O:14])[C:4]1=[O:17].[CH2:18]([SH:20])[CH3:19].C(=O)([O-])[O-].[K+].[K+].O>CN(C)C=O>[CH2:18]([S:20][CH2:2][N:3]1[C:12]2[C:7](=[CH:8][CH:9]=[CH:10][N:11]=2)[CH:6]=[C:5]([C:13]([O:15][CH3:16])=[O:14])[C:4]1=[O:17])[CH3:19] |f:2.3.4|. Procedure: 3.00 g (10.1 mmol) of methyl 1-(bromomethyl)-2-oxo-1,2-dihydro-1,8-naphthyridine-3-carboxylate was dissolved in N,N-dimethylformamide (40 mL), and 0.94 g (15.1 mmol) of ethanethiol and 2.09 g (15.1 mmol) of potassium carbonate were added to the solution. The resulting mixture was stirred overnight at room temperature. The reaction mixture was poured into water, and the mixture was extracted with ethyl acetate. The organic phase was washed with water, dried, and concentrated. Thus, 2.85 g (yield:...